Dataset: the Open Reaction Database (ORD), a public repository of structured organic reaction records. Task: describe an organic reaction: reactants, conditions, products, and yield Starting materials: N1=CN=CN=C1 (s-triazine), CN(C=O)C (dimethylformamide), CC=1NC(=C(C(C1C(=O)OCC)C1=C(C=CC=C1)C(F)(F)F)C(=O)OCC)C (diethyl 1,4-dihydro-2,6-dimethyl-4-(2-trifluoromethylphenyl)-pyridine-3,5-dicarboxylate), [H-].[Na+] (sodium hydride), CN(C=O)C (dimethylformamide), CN(C=O)C (dimethylformamide). Reaction conditions: time 10 minute. Product: O=C1C=2C(C3=C(NC2C=CN1)C=CNC3=O)C3=C(C=CC=C3)C(F)(F)F (1,2,5,8,9,10-Hexahydro-1,9-dioxo-10-(2-trifluoromethylphenyl)-pyrido[4,3-b][1,6]naphthyridine). Reaction SMILES: [CH3:1][C:2]1[NH:3][C:4]([CH3:28])=[C:5]([C:23](OCC)=[O:24])[CH:6]([C:13]2[CH:18]=[CH:17][CH:16]=[CH:15][C:14]=2[C:19]([F:22])([F:21])[F:20])[C:7]=1C(OCC)=O.[H-].[Na+].[N:31]1C=NC=N[CH:32]=1.C[N:38]([CH3:41])[CH:39]=[O:40]>>[O:40]=[C:39]1[NH:38][CH:41]=[CH:1][C:2]2[NH:3][C:4]3[CH:28]=[CH:32][NH:31][C:23](=[O:24])[C:5]=3[CH:6]([C:13]3[CH:18]=[CH:17][CH:16]=[CH:15][C:14]=3[C:19]([F:22])([F:20])[F:21])[C:7]1=2 |f:1.2|. Procedure details: A solution of 39.7 g (0.1 mole) diethyl 1,4-dihydro-2,6-dimethyl-4-(2-trifluoromethylphenyl)-pyridine-3,5-dicarboxylate in 250 ml dimethylformamide is added dropwise, under an atmosphere of nitrogen, to a suspension of 6.0 g (0.2 mole) sodium hydride (80% in oil) in 100 ml dry dimethylformamide. After cessation of the evolution of gas, the reaction mixture is further stirred for 10 minutes at ambient temperature and subsequently 16.2 g (0.2 mole) s-triazine in 50 ml dimethylformamide are added d... Starting materials: ClC1=NC(=NC=C1C(F)(F)F)NC1=C(C=C(CP(OCC)(OCC)=O)C=C1)OC (diethyl (4-{[4-chloro-5-(trifluoromethyl)pyrimidin-2-yl]amino}-3-methoxybenzyl)phosphonate), NC=1C=CC(=C2CN(C(C12)=O)C)[C@@H]1CC[C@@H](CC1)OCC (7-amino-4-(cis-4-ethoxycyclohexyl)-2-methyl-2,3-dihydro-1H-isoindol-1-one), NC=1C=CC(=C2CN(C(C12)=O)C)[C@@H]1CC[C@@H](CC1)OCC (7-amino-4-(cis-4-ethoxycyclohexyl)-2-methyl-2,3-dihydro-1H-isoindol-1-one). Yields the product C(C)O[C@H]1CC[C@H](CC1)C=1C=CC(=C2C(N(CC12)C)=O)NC1=NC(=NC=C1C(F)(F)F)NC1=C(C=C(CP(OCC)(OCC)=O)C=C1)OC (Diethyl (4-{[4-{[7-(cis-4-ethoxycyclohexyl)-2-methyl-3-oxo-2,3-dihydro-1H-isoindol-4-yl]amino}-5-(trifluoromethyl)pyrimidin-2-yl]amino}-3-methoxybenzyl)phosphonate). Reaction SMILES: Cl[C:2]1[C:7]([C:8]([F:11])([F:10])[F:9])=[CH:6][N:5]=[C:4]([NH:12][C:13]2[CH:27]=[CH:26][C:16]([CH2:17][P:18](=[O:25])([O:22][CH2:23][CH3:24])[O:19][CH2:20][CH3:21])=[CH:15][C:14]=2[O:28][CH3:29])[N:3]=1.[NH2:30][C:31]1[CH:32]=[CH:33][C:34]([C@H:42]2[CH2:47][CH2:46][C@@H:45]([O:48][CH2:49][CH3:50])[CH2:44][CH2:43]2)=[C:35]2[C:39]=1[C:38](=[O:40])[N:37]([CH3:41])[CH2:36]2>>[CH2:49]([O:48][C@@H:45]1[CH2:44][CH2:43][C@H:42]([C:34]2[CH:33]=[CH:32][C:31]([NH:30][C:2]3[C:7]([C:8]([F:11])([F:9])[F:10])=[CH:6][N:5]=[C:4]([NH:12][C:13]4[CH:27]=[CH:26][C:16]([CH2:17][P:18](=[O:25])([O:22][CH2:23][CH3:24])[O:19][CH2:20][CH3:21])=[CH:15][C:14]=4[O:28][CH3:29])[N:3]=3)=[C:39]3[C:35]=2[CH2:36][N:37]([CH3:41])[C:38]3=[O:40])[CH2:47][CH2:46]1)[CH3:50]. Procedure details: The title compound was prepared according to the procedure for Example 102 using diethyl (4-{[4-chloro-5-(trifluoromethyl)pyrimidin-2-yl]amino}-3-methoxybenzyl)phosphonate and 7-amino-4-(cis-4-ethoxycyclohexyl)-2-methyl-2,3-dihydro-1H-isoindol-1-one (Compound 166A). 1H NMR (DMSO-d6, 400 MHz): δ=1.15-1.22 (m, 9H), 1.44-1.56 (m, 4H), 1.69-1.82 (m, 2H), 1.95 (d, J=11.62 Hz, 2H), 2.53-2.63 (m, 1H), 3.07 (s, 3H), 3.22-3.30 (m, 2H), 3.45 (q, J=6.99 Hz, 2H), 3.60 (br. s., 1H), 3.75 (s, 3H), 3.94-4.04 (... The reactants are O=c1ccc(Cl)cn1-c1ccc(CBr)cn1, O=C([O-])[O-], [Cs+], [Cs+], CN(C)C=O, N#Cc1ccc(Cn2ccnc2)cc1O. The product is N#Cc1ccc(Cn2ccnc2)cc1OCc1ccc(-n2cc(Cl)ccc2=O)nc1. Reaction SMILES: [Br:22][CH2:23][c:24]1[cH:25][cH:26][c:27](-[n:30]2[c:31](=[O:37])[cH:32][cH:33][c:34]([Cl:36])[cH:35]2)[n:28][cH:29]1.[C:1](=[O:2])([O-:3])[O-:4].[Cs+:5].[Cs+:6].[O:38]=[CH:39][N:40]([CH3:41])[CH3:42].[OH:7][c:8]1[c:9]([C:10]#[N:11])[cH:12][cH:13][c:14]([CH2:16][n:17]2[cH:18][n:19][cH:20][cH:21]2)[cH:15]1>>[O:7]([c:8]1[c:9]([C:10]#[N:11])[cH:12][cH:13][c:14]([CH2:16][n:17]2[cH:18][n:19][cH:20][cH:21]2)[cH:15]1)[CH2:23][c:24]1[cH:25][cH:26][c:27](-[n:30]2[c:31](=[O:37])[cH:32][cH:33][c:34]([Cl:36])[cH:35]2)[n:28][cH:29]1. Reactants: CC(=O)CC(C)C, O=[N+]([O-])c1cc(C(F)(F)F)ccc1NCCCCl, [I-], [K+], [Na+], [Na+], O=C([O-])[O-], O, c1ccc(C(c2ccccc2)N2CCNCC2)cc1. Yields the product O=[N+]([O-])c1cc(C(F)(F)F)ccc1NCCCN1CCN(C(c2ccccc2)c2ccccc2)CC1. Reaction SMILES: [CH3:47][CH:48]([CH3:49])[CH2:50][C:51](=[O:52])[CH3:53].[Cl:1][CH2:2][CH2:3][CH2:4][NH:5][c:6]1[c:7]([N+:16](=[O:17])[O-:18])[cH:8][c:9]([C:12]([F:13])([F:14])[F:15])[cH:10][cH:11]1.[I-:45].[K+:44].[Na+:38].[Na+:39].[O-:40][C:41](=[O:42])[O-:43].[OH2:46].[c:19]1([CH:25]([N:26]2[CH2:27][CH2:28][NH:29][CH2:30][CH2:31]2)[c:32]2[cH:33][cH:34][cH:35][cH:36][cH:37]2)[cH:20][cH:21][cH:22][cH:23][cH:24]1>>[CH2:2]([CH2:3][CH2:4][NH:5][c:6]1[c:7]([N+:16](=[O:17])[O-:18])[cH:8][c:9]([C:12]([F:13])([F:14])[F:15])[cH:10][cH:11]1)[N:29]1[CH2:28][CH2:27][N:26]([CH:25]([c:19]2[cH:20][cH:21][cH:22][cH:23][cH:24]2)[c:32]2[cH:33][cH:34][cH:35][cH:36][cH:37]2)[CH2:31][CH2:30]1. Reactants: 105, C(=O)(C(F)(F)F)O (TFA), ClCCl (dichloro-methane), CCN=C=NCCCN(C)C (EDCI), FC1=C(C=CC=C1I)C1=NOC(=C1C(=O)O)C (3-(2-fluoro-3-iodo-phenyl)-5-methyl-isoxazole-4-carboxylic acid), ClCCl (dichloromethane). Reagents/catalysts: CN(C)C=1C=CN=CC1 (DMAP). Run in CC(=O)C.ClCCl (acetone dichloromethane). Yields the product C1(=CC=CC=C1)C(=O)NC[C@H]1C[C@H](CCC1)NC(=O)C=1C(=NOC1C)C1=C(C(=CC=C1)I)F (N-{(1S,3R)-3-[(phenylcarbonylamino)methyl]cyclohexyl}[3-(2-fluoro-3-iodophenyl)-5-methylisoxazol-4-yl]carboxamide). The yield is 62.0%. RXN SMILES: [C:1](O)([C:3](F)(F)F)=[O:2].ClCCl.CCN=C=N[CH2:16][CH2:17][CH2:18][N:19](C)C.[F:22][C:23]1[C:28]([I:29])=[CH:27][CH:26]=[CH:25][C:24]=1[C:30]1[C:34]([C:35]([OH:37])=O)=[C:33]([CH3:38])[O:32][N:31]=1>CN(C1C=CN=CC=1)C.CC(C)=O.ClCCl>[C:3]1([C:1]([NH:19][CH2:18][C@@H:17]2[CH2:16][CH2:33][CH2:34][C@H:30]([NH:31][C:35]([C:34]3[C:30]([C:24]4[CH:25]=[CH:26][CH:27]=[C:28]([I:29])[C:23]=4[F:22])=[N:31][O:32][C:33]=3[CH3:38])=[O:37])[CH2:24]2)=[O:2])[CH:23]=[CH:28][CH:27]=[CH:26][CH:25]=1 |f:5.6|. Procedure details: In a fashion similar to that described for preparation 108, a compound from preparation 105(0.1 g, 0.3 mmol), TFA (2 mL), dichloro-methane (1.5 mL), EDCI (0.086 g, 0.45 mmol), DMAP (0.007 g, 0.06 mmol), 3-(2-fluoro-3-iodo-phenyl)-5-methyl-isoxazole-4-carboxylic acid (0.125 g, 0.36 mmol), and dichloromethane (1.5 mL) gave the title compound (0.104 g, 62%) after column chromatography (silica gel, acetone/dichloromethane gradient). Mass Spectrum (FIA) (m/z) 562.1 [M+1]. Reactants: Cl (HCl), O1CCOCC1 (dioxane), C(C1=CC=CC=C1)N1CC2(CCC1)CN(CCC2)C2=CC1=C(N=C(N1)C=1C(=NC=CC1I)Cl)C(=C2)C (2-benzyl-8-[2-(2-chloro-4-iodo-pyridin-3-yl)-7-methyl-3H-benzoimidazol-5-yl]-2,8-diaza-spiro[5.5]undecane). The solvent is O (H2O). Run at temperature 85 celsius. Product: C(C1=CC=CC=C1)N1CC2(CCCN(C2)C=2C=C(C3=C(NC(=N3)C=3C(NC=CC3Cl)=O)C2)C)CCC1 (3-[6-(8-Benzyl-2,8-diaza-spiro[5.5]undec-2-yl)-4-methyl-1H-benzoimidazol-2-yl]-4-chloro-1H-pyridin-2-one). The yield is 38.0%. RXN SMILES: [CH2:1]([N:8]1[CH2:13][CH2:12][CH2:11][C:10]2([CH2:18][CH2:17][CH2:16][N:15]([C:19]3[CH:35]=[C:34]([CH3:36])[C:22]4[N:23]=[C:24]([C:26]5[C:27](Cl)=[N:28][CH:29]=[CH:30][C:31]=5I)[NH:25][C:21]=4[CH:20]=3)[CH2:14]2)[CH2:9]1)[C:2]1[CH:7]=[CH:6][CH:5]=[CH:4][CH:3]=1.[ClH:37].[O:38]1CCOCC1>O>[CH2:1]([N:8]1[CH2:13][CH2:12][CH2:11][C:10]2([CH2:14][N:15]([C:19]3[CH:35]=[C:34]([CH3:36])[C:22]4[N:23]=[C:24]([C:26]5[C:27](=[O:38])[NH:28][CH:29]=[CH:30][C:31]=5[Cl:37])[NH:25][C:21]=4[CH:20]=3)[CH2:16][CH2:17][CH2:18]2)[CH2:9]1)[C:2]1[CH:7]=[CH:6][CH:5]=[CH:4][CH:3]=1. Procedure: To a suspension of 2-benzyl-8-[2-(2-chloro-4-iodo-pyridin-3-yl)-7-methyl-3H-benzoimidazol-5-yl]-2,8-diaza-spiro[5.5]undecane (55 mg, 0.09 mmol) in H2O (0.75 mL) was added a solution of HCl in dioxane (4 M, 10 mL, 40 mmol). After it was heated at 85° C. for 18 h, the reaction mixture was evaporated to dryness under reduced pressure. The residue was purified by chromatography (170:10:1 CH2Cl2/MeOH/28% aqueous NH4OH) to afford the title compound (17 mg, 38%). 1H NMR (MeOH-d4) δ 1.23-1.35 (2H), 1.50... The reactants are Cc1ccccc1, CC(C)c1c(CCNC(=O)n2ccnc2)[nH]c2ccccc12. Yields the product CC(C)c1c2n(c3ccccc13)C(=O)NCC2. As a reaction SMILES: [CH3:23][c:24]1[cH:25][cH:26][cH:27][cH:28][cH:29]1.[CH:1]([CH3:2])([CH3:3])[c:4]1[c:5]([CH2:13][CH2:14][NH:15][C:16](=[O:17])[n:18]2[cH:19][cH:20][n:21][cH:22]2)[nH:6][c:7]2[cH:8][cH:9][cH:10][cH:11][c:12]12>>[CH:1]([CH3:2])([CH3:3])[c:4]1[c:5]2[n:6]([c:7]3[cH:8][cH:9][cH:10][cH:11][c:12]13)[C:16](=[O:17])[NH:15][CH2:14][CH2:13]2. Procedure: To a solution of compound 31k (2.8 g, 5 mmol) in DCM (100 mL) was added TFA (20 mL). After the reaction was over, the solvents were removed by reduced pressure to give a white solid. The product was used in the next reaction step without further purification. As a reaction SMILES: C(OC([NH:8][CH2:9][CH2:10][CH2:11][C@H:12]([N:20]([CH2:35][C:36]([OH:38])=[O:37])[S:21]([C:24]1[CH:29]=[CH:28][CH:27]=[CH:26][C:25]=1[O:30][C:31]([F:34])([F:33])[F:32])(=[O:23])=[O:22])[CH2:13][C:14]1[CH:19]=[CH:18][CH:17]=[CH:16][CH:15]=1)=O)(C)(C)C.C(O)(C(F)(F)F)=O>C(Cl)Cl>[NH2:8][CH2:9][CH2:10][CH2:11][C@H:12]([N:20]([CH2:35][C:36]([OH:38])=[O:37])[S:21]([C:24]1[CH:29]=[CH:28][CH:27]=[CH:26][C:25]=1[O:30][C:31]([F:33])([F:34])[F:32])(=[O:23])=[O:22])[CH2:13][C:14]1[CH:19]=[CH:18][CH:17]=[CH:16][CH:15]=1. Starting materials: C(C)(C)(C)OC(=O)NCCC[C@@H](CC1=CC=CC=C1)N(S(=O)(=O)C1=C(C=CC=C1)OC(F)(F)F)CC(=O)O ((S)-2-(N-(5-((tert-Butoxycarbonyl)amino)-1-phenylpentan-2-yl)-2-(trifluoromethoxy)phenylsulfonamido)acetic acid), C(=O)(C(F)(F)F)O (TFA). The solvent is C(Cl)Cl (DCM). Yields the product NCCC[C@@H](CC1=CC=CC=C1)N(S(=O)(=O)C1=C(C=CC=C1)OC(F)(F)F)CC(=O)O ((S)-2-(N-(5-Amino-1-phenylpentan-2-yl)-2-(trifluoromethoxy)phenylsulfonamido)acetic acid).